This data is from the Open Reaction Database (ORD), a public repository of structured organic reaction records. The task is: describe an organic reaction: reactants, conditions, products, and yield Reactants: CCCCCC (hexane), FC1=C(C(=O)C2CCN(CC2)C)C=CC=C1 (4-(2-fluorobenzoyl)-1-methyl piperidine), C([O-])([O-])=O.[K+].[K+] (potassium carbonate), C1(=CC=CC=C1)OC(=O)Cl (phenylchloroformate). Run in C1(=CC=CC=C1)C (toluene). Yields the product O(C1=CC=CC=C1)C(=O)N1CCC(CC1)C(C1=C(C=CC=C1)F)=O (1-Phenoxycarbonyl-4-(2-fluorobenzoyl)piperidine). The yield is 57.1%. RXN SMILES: [F:1][C:2]1[CH:16]=[CH:15][CH:14]=[CH:13][C:3]=1[C:4]([CH:6]1[CH2:11][CH2:10][N:9](C)[CH2:8][CH2:7]1)=[O:5].C(=O)([O-])[O-].[K+].[K+].[C:23]1([O:29][C:30](Cl)=[O:31])[CH:28]=[CH:27][CH:26]=[CH:25][CH:24]=1.CCCCCC>C1(C)C=CC=CC=1>[O:29]([C:30]([N:9]1[CH2:10][CH2:11][CH:6]([C:4](=[O:5])[C:3]2[CH:13]=[CH:14][CH:15]=[CH:16][C:2]=2[F:1])[CH2:7][CH2:8]1)=[O:31])[C:23]1[CH:28]=[CH:27][CH:26]=[CH:25][CH:24]=1 |f:1.2.3|. Reported procedure: To a solution of 57.5 g of 4-(2-fluorobenzoyl)-1-methyl piperidine and 68.7 g of potassium carbonate in 750 ml of toluene was added with stirring 47 g of phenylchloroformate. The reaction mixture was heated under reflux for 5 hrs, cooled to room temperature, filtered, and the solvent removed under reduced pressure to give an oil. Trituration of the oil with hexane gave 48.6 g (46%) of product. Recrystallization of 1.0 g of product from ethanol-water (2×) and from ethanol gave the analytical samp... The reactants are intermediate 21, [H][H] (hydrogen), NC1C=NC2=C(NC1=O)C=CC=C2 (3-amino-1,3-dihydro-1,5-benzodiazepin-2-one), intermediate 21. Procedure details: Reduction of intermediate 21 using, for example, zinc dust in glacial acetic acid then provides 3-amino-1,3-dihydro-1,5-benzodiazepin-2-one 22. This reaction is typically conducted at ambient temperature for about 0.5 to about 6 hours. Alternatively, intermediate 21 can be reduced with hydrogen using a catalyst, such as palladium on carbon, to afford 3-amino-1,3,4,5-tetrahydro-1,5-benzodiazepin-2-one 23. Typically, this reaction is conducted at ambient temperature for about 12 to about 48 hours.... RXN SMILES: [NH2:1][CH:2]1[C:8](=[O:9])[NH:7][C:6]2[CH:10]=[CH:11][CH:12]=[CH:13][C:5]=2[N:4]=[CH:3]1.[H][H]>C(O)(=O)C.[Pd].[Zn]>[NH2:1][CH:2]1[C:8](=[O:9])[NH:7][C:6]2[CH:10]=[CH:11][CH:12]=[CH:13][C:5]=2[NH:4][CH2:3]1. The product is NC1CNC2=C(NC1=O)C=CC=C2 (3-amino-1,3,4,5-tetrahydro-1,5-benzodiazepin-2-one). The reagents and catalysts are [Pd] (palladium on carbon), [Zn] (zinc). The solvent is C(C)(=O)O (acetic acid).